This data is from the Open Reaction Database (ORD), a public repository of structured organic reaction records. The task is: describe an organic reaction: reactants, conditions, products, and yield Procedure details: 0.56 g. (5 mmol) of uracil was agitated in 70 ml. of absolute acetonitrile with 1.86 g. (3.5 mmol) of HMDS and 2.55 g. (15.5 mmol) of TCS, as well as 1.69 g. (12 mmol) of NaClO4.H2O for 30 minutes at 24° C. The reaction mixture was then combined with 2.52 g. (5 mmol) of 1-O-acetyl-2,3,5-tri-O-benzoyl-β-D-ribofuranose and refluxed for 20 hours. The mixture was worked up as described in Example 1, yielding 58% of crystalline uridine tribenzoate. Product: C(C1=CC=CC=C1)(=O)O[C@H]1[C@@H](O[C@@H]([C@H]1OC(C1=CC=CC=C1)=O)COC(C1=CC=CC=C1)=O)N1C(=O)NC(=O)C=C1 (uridine tribenzoate). The yield is 58.0%. The reactants are N1C(=O)NC(=O)C=C1 (uracil), C(C)(=O)O[C@H]1[C@H](OC(C2=CC=CC=C2)=O)[C@H](OC(C2=CC=CC=C2)=O)[C@H](O1)COC(C1=CC=CC=C1)=O (1-O-acetyl-2,3,5-tri-O-benzoyl-β-D-ribofuranose), C[Si](C)(C)N[Si](C)(C)C (HMDS), NaClO4.H2O. The solvent is C(C)#N (acetonitrile). RXN SMILES: [NH:1]1[CH:8]=[CH:7][C:5](=[O:6])[NH:4][C:2]1=[O:3].C[Si](N[Si](C)(C)C)(C)C.C(O[C@@H:22]1[O:44][C@H:43]([CH2:45][O:46][C:47](=[O:54])[C:48]2[CH:53]=[CH:52][CH:51]=[CH:50][CH:49]=2)[C@@H:33]([O:34][C:35](=[O:42])[C:36]2[CH:41]=[CH:40][CH:39]=[CH:38][CH:37]=2)[C@H:23]1[O:24][C:25](=[O:32])[C:26]1[CH:31]=[CH:30][CH:29]=[CH:28][CH:27]=1)(=O)C>C(#N)C>[C:25]([O:24][C@@H:23]1[C@H:33]([O:34][C:35](=[O:42])[C:36]2[CH:41]=[CH:40][CH:39]=[CH:38][CH:37]=2)[C@@H:43]([CH2:45][O:46][C:47](=[O:54])[C:48]2[CH:49]=[CH:50][CH:51]=[CH:52][CH:53]=2)[O:44][C@H:22]1[N:1]1[CH:8]=[CH:7][C:5](=[O:6])[NH:4][C:2]1=[O:3])(=[O:32])[C:26]1[CH:31]=[CH:30][CH:29]=[CH:28][CH:27]=1.